Dataset: the Open Reaction Database (ORD), a public repository of structured organic reaction records. Task: describe an organic reaction: reactants, conditions, products, and yield Starting materials: C1CCC(CC1)N=C=NC2CCCCC2 (DCC), CN1CCOCC1 (N-Methylmorpholine), C1(=CC=CC=C1)CCCC(=O)O (4-phenylbutyric acid), Cl.C(C1=CC=CC=C1)OC([C@H]1NCCC1)=O (L-proline benzyl ester hydrochloride). Run in ClCCl (dichloromethane). Run at temperature -25 celsius, time 16 hour. Yields the product C(C1=CC=CC=C1)OC([C@H]1N(CCC1)C(CCCC1=CC=CC=C1)=O)=O (N-(4-phenylbutyryl)-L-proline benzyl ester). The yield is 87.9%. Reaction SMILES: CN1CCOCC1.[C:8]1([CH2:14][CH2:15][CH2:16][C:17]([OH:19])=O)[CH:13]=[CH:12][CH:11]=[CH:10][CH:9]=1.Cl.[CH2:21]([O:28][C:29](=[O:35])[C@@H:30]1[CH2:34][CH2:33][CH2:32][NH:31]1)[C:22]1[CH:27]=[CH:26][CH:25]=[CH:24][CH:23]=1.C1CCC(N=C=NC2CCCCC2)CC1>ClCCl>[CH2:21]([O:28][C:29](=[O:35])[C@@H:30]1[CH2:34][CH2:33][CH2:32][N:31]1[C:17](=[O:19])[CH2:16][CH2:15][CH2:14][C:8]1[CH:9]=[CH:10][CH:11]=[CH:12][CH:13]=1)[C:22]1[CH:23]=[CH:24][CH:25]=[CH:26][CH:27]=1 |f:2.3|. Procedure details: N-Methylmorpholine (3.4 ml) and 4-phenylbutyric acid (5.02 g) were added to L-proline benzyl ester hydrochloride (7.37 g) in dichloromethane (80 ml) under ice-cooling. The mixture was cooled to -25° C., added with DCC (6.31 g) and stirred at room temperature for 16 hours. The resultant dicyclohexylurea was filtered off and the filtrate was concentrated. The residue was purified by silica gel column chromatography (eluate: chloroform-methanol) to give 9.42 g of N-(4-phenylbutyryl)-L-proline benzy... Starting materials: C(CCCCCCC\C=C/CCCCCCCC)(=O)OCCN(CCOC(CCCCCCC\C=C/CCCCCCCC)=O)C(CCN(C)C)=O ((Z)-((3-(dimethylamino)propanoyl)azanediyl)bis(ethane-2,1-diyl) dioleate), BrCCO (2-bromoethanol). Run in C(C)#N (ACN). Conditions: temperature 80 celsius, time 8 hour. Yields the product [Br-].C(CCCCCCC\C=C/CCCCCCCC)(=O)OCCN(C(CC[N+](C)(C)CCO)=O)CCOC(CCCCCCC\C=C/CCCCCCCC)=O (3-(bis(2-(oleoyloxy)ethyl)amino)-N-(2-hydroxyethyl)-N,N-dimethyl-3-oxopropan-1-aminium bromide). RXN SMILES: [C:1]([O:20][CH2:21][CH2:22][N:23]([C:46](=[O:52])[CH2:47][CH2:48][N:49]([CH3:51])[CH3:50])[CH2:24][CH2:25][O:26][C:27](=[O:45])[CH2:28][CH2:29][CH2:30][CH2:31][CH2:32][CH2:33][CH2:34]/[CH:35]=[CH:36]\[CH2:37][CH2:38][CH2:39][CH2:40][CH2:41][CH2:42][CH2:43][CH3:44])(=[O:19])[CH2:2][CH2:3][CH2:4][CH2:5][CH2:6][CH2:7][CH2:8]/[CH:9]=[CH:10]\[CH2:11][CH2:12][CH2:13][CH2:14][CH2:15][CH2:16][CH2:17][CH3:18].[Br:53][CH2:54][CH2:55][OH:56]>C(#N)C>[Br-:53].[C:1]([O:20][CH2:21][CH2:22][N:23]([CH2:24][CH2:25][O:26][C:27](=[O:45])[CH2:28][CH2:29][CH2:30][CH2:31][CH2:32][CH2:33][CH2:34]/[CH:35]=[CH:36]\[CH2:37][CH2:38][CH2:39][CH2:40][CH2:41][CH2:42][CH2:43][CH3:44])[C:46](=[O:52])[CH2:47][CH2:48][N+:49]([CH2:54][CH2:55][OH:56])([CH3:51])[CH3:50])(=[O:19])[CH2:2][CH2:3][CH2:4][CH2:5][CH2:6][CH2:7][CH2:8]/[CH:9]=[CH:10]\[CH2:11][CH2:12][CH2:13][CH2:14][CH2:15][CH2:16][CH2:17][CH3:18] |f:3.4|. Reported procedure: In a sealed system, (((Z)-((3-(dimethylamino)propanoyl)azanediyl)bis(ethane-2,1-diyl) dioleate (588 mg, 0.802 mmol) was dissolved in ACN (10 mL) and 2-bromoethanol (200 uL) was added. The reaction vessel was flushed with inert gas and then sealed. Reaction was heated to 80° C. and stirred overnight, then cooled and concentrated in vacuo. Purification by silica gel chromatography with a DCM/MeOH gradient yielded 3-(bis(2-(oleoyloxy)ethyl)amino)-N-(2-hydroxyethyl)-N,N-dimethyl-3-oxopropan-1-aminiu... The reactants are CO (methanol), C(C)(C)(C)OC(=O)N1C=C(C2=CC=CC=C12)C(NC=1C=NC(=CC1)OC=1C(=NC=CC1)C)=O (tert-butyl-3-(6-(2-methylpyridine-3-yloxy)pyridine-3-ylcarbamoyl)-1H-indole-1-carboxylate), [H-].[Na+] (NaH), CI (methyl iodide). The solvent is ClCCl (dichloromethane), C1CCOC1 (THF). Conditions: time 5 hour. The product is C(C)(C)(C)OC(=O)N1C=C(C2=CC=CC=C12)C(N(C=1C=NC(=CC1)OC=1C(=NC=CC1)C)C)=O (tert-butyl-3-(methyl(6-(2-methylpyridine-3-yloxy)pyridine-3-yl)carbamoyl)-1H-indole-1-carboxylate). Yield: 16.7%. Reaction SMILES: [C:1]([O:5][C:6]([N:8]1[C:16]2[C:11](=[CH:12][CH:13]=[CH:14][CH:15]=2)[C:10]([C:17](=[O:33])[NH:18][C:19]2[CH:20]=[N:21][C:22]([O:25][C:26]3[C:27]([CH3:32])=[N:28][CH:29]=[CH:30][CH:31]=3)=[CH:23][CH:24]=2)=[CH:9]1)=[O:7])([CH3:4])([CH3:3])[CH3:2].[H-].[Na+].[CH3:36]I.CO>C1COCC1.ClCCl>[C:1]([O:5][C:6]([N:8]1[C:16]2[C:11](=[CH:12][CH:13]=[CH:14][CH:15]=2)[C:10]([C:17](=[O:33])[N:18]([CH3:36])[C:19]2[CH:20]=[N:21][C:22]([O:25][C:26]3[C:27]([CH3:32])=[N:28][CH:29]=[CH:30][CH:31]=3)=[CH:23][CH:24]=2)=[CH:9]1)=[O:7])([CH3:4])([CH3:3])[CH3:2] |f:1.2|. Procedure details: The 1H-indole-3-carboxylic acid[6-(2-methyl-pyridine-3-yloxy)-pyridine-3-yl]-amide (0.2 g, 0.58 mmol) in Example 6 was dissolved in dichloromethane (10 ml), and Boc2O (0.15 g, 0.7 mmol) and triethylamine (0.12 g, 1.16 mmol) were added to the solution. The reaction solution was stirred at room temperature for 2 hours, and then the product was washed, filtered, and dried to obtain tert-butyl-3-(6-(2-methylpyridine-3-yloxy)pyridine-3-ylcarbamoyl)-1H-indole-1-carboxylate (0.27 g, 0.52 mmol). The ter... The reactants are NC1=C(C=C(C=C1Cl)S(=O)(=O)NC(C(=O)N1CCC2=C(CC1)C=CS2)CC2=CC(=C(C=C2)N)[N+](=O)[O-])Cl (4-amino-N-[1-((4-amino-3-nitro-phenyl)methyl)-2-(5,6,7,8-tetrahydro-4H-thieno[2,3-d]azepin-6-yl)-2-oxo-ethyl]-3,5-dichloro-benzenesulphonamide), C(=O)O (formic acid). The reagents and catalysts are [Pd] (palladium/charcoal). The product is NC1=C(C=C(C=C1Cl)S(=O)(=O)NC(C(=O)N1CCC2=C(CC1)C=CS2)CC2=CC1=C(NC=N1)C=C2)Cl (4-Amino-N-[1-(1H-benzimidazol-5-yl-methyl)-2-(5,6,7,8-tetrahydro-4H-thieno[2,3-d]azepin-6-yl)-2-oxo-ethyl]-3,5-dichloro-benzenesulphonamide). Reaction SMILES: [NH2:1][C:2]1[C:7]([Cl:8])=[CH:6][C:5]([S:9]([NH:12][CH:13]([CH2:26][C:27]2[CH:32]=[CH:31][C:30]([NH2:33])=[C:29]([N+:34]([O-])=O)[CH:28]=2)[C:14]([N:16]2[CH2:22][CH2:21][C:20]3[CH:23]=[CH:24][S:25][C:19]=3[CH2:18][CH2:17]2)=[O:15])(=[O:11])=[O:10])=[CH:4][C:3]=1[Cl:37].[CH:38](O)=O>[Pd]>[NH2:1][C:2]1[C:7]([Cl:8])=[CH:6][C:5]([S:9]([NH:12][CH:13]([CH2:26][C:27]2[CH:32]=[CH:31][C:30]3[NH:33][CH:38]=[N:34][C:29]=3[CH:28]=2)[C:14]([N:16]2[CH2:22][CH2:21][C:20]3[CH:23]=[CH:24][S:25][C:19]=3[CH2:18][CH2:17]2)=[O:15])(=[O:11])=[O:10])=[CH:4][C:3]=1[Cl:37]. Procedure details: Prepared from 4-amino-N-[1-((4-amino-3-nitro-phenyl)methyl)-2-(5,6,7,8-tetrahydro-4H-thieno[2,3-d]azepin-6-yl)-2-oxo-ethyl]-3,5-dichloro-benzenesulphonamide and cyclising with formic acid in the presence of palladium/charcoal analogously to Example 1. The product is FC([C@@]1(NO[C@H]2[C@@H]1COC2)C2=C(C=CC=C2)F)F ((3S,3aS,6aS)-rel-3-difluoromethyl-3-(2-fluorophenyl)-hexahydro-furo[3,4-d]isoxazole). Procedure details: Intermediate VI-3: Starting from (3aS,6aS)-rel-3-difluoromethyl-3a,4,6,6a-tetrahydro-furo[3,4-d]isoxazole and 1-bromo-2-fluorobenzene, the product (3S,3aS,6aS)-rel-3-difluoromethyl-3-(2-fluorophenyl)-hexahydro-furo[3,4-d]isoxazole was obtained as an orange oil. MS: m/z=260.2 [M+H]+. Reaction SMILES: [F:1][CH:2]([F:11])[C:3]1[C@H:7]2[CH2:8][O:9][CH2:10][C@H:6]2[O:5][N:4]=1.Br[C:13]1[CH:18]=[CH:17][CH:16]=[CH:15][C:14]=1[F:19]>>[F:11][CH:2]([F:1])[C@@:3]1([C:13]2[CH:18]=[CH:17][CH:16]=[CH:15][C:14]=2[F:19])[C@H:7]2[CH2:8][O:9][CH2:10][C@H:6]2[O:5][NH:4]1. Starting materials: FC(C1=NO[C@H]2[C@@H]1COC2)F ((3aS,6aS)-rel-3-difluoromethyl-3a,4,6,6a-tetrahydro-furo[3,4-d]isoxazole), BrC1=C(C=CC=C1)F (1-bromo-2-fluorobenzene). Reaction SMILES: [CH3:29][OH:30].[ClH:28].[F:1][c:2]1[cH:3][cH:4][c:5]([CH:8]([CH:9]([C:10](=[O:11])[O:12][CH2:13][CH3:14])[CH2:15][c:16]2[o:17][c:18]([C:21]([F:22])([F:23])[F:24])[cH:19][cH:20]2)[OH:25])[cH:6][cH:7]1.[Na+:27].[OH-:26]>>[F:1][c:2]1[cH:3][cH:4][c:5]([CH:8]([CH:9]([C:10](=[O:11])[OH:12])[CH2:15][c:16]2[o:17][c:18]([C:21]([F:22])([F:23])[F:24])[cH:19][cH:20]2)[OH:25])[cH:6][cH:7]1. The product is O=C(O)C(Cc1ccc(C(F)(F)F)o1)C(O)c1ccc(F)cc1. The reactants are CO, Cl, CCOC(=O)C(Cc1ccc(C(F)(F)F)o1)C(O)c1ccc(F)cc1, [Na+], [OH-]. Reactants: N([C@@H](C)C(=O)N[C@@H](CCC(OC(C)(C)C)=O)C(=O)N[C@@H](CC(OC(C)(C)C)=O)C(=O)N[C@@H](CCC(OC(C)(C)C)=O)C(=O)N[C@@H](CO)C(=O)N[C@@H](C)C(=O)OC(C)(C)C)C(=O)OCC1=CC=CC=C1 (Z-Ala-Glu(OtBu)-Asp(OtBu)-Glu(OtBu)-Ser-Ala-OtBu). Reagents/catalysts: [Pd] (palladium-on-carbon). The solvent is CO (methanol). Yields the product N[C@@H](C)C(=O)N[C@@H](CCC(OC(C)(C)C)=O)C(=O)N[C@@H](CC(OC(C)(C)C)=O)C(=O)N[C@@H](CCC(OC(C)(C)C)=O)C(=O)N[C@@H](CO)C(=O)N[C@@H](C)C(=O)OC(C)(C)C (H-Ala-Glu(OtBu)-Asp(OtBu)-Glu(OtBu)-Ser-Ala-OtBu). Yield: 83.0%. RXN SMILES: [NH:1](C(OCC1C=CC=CC=1)=O)[C@H:2]([C:4]([NH:6][C@H:7]([C:17]([NH:19][C@H:20]([C:29]([NH:31][C@H:32]([C:42]([NH:44][C@H:45]([C:48]([NH:50][C@H:51]([C:53]([O:55][C:56]([CH3:59])([CH3:58])[CH3:57])=[O:54])[CH3:52])=[O:49])[CH2:46][OH:47])=[O:43])[CH2:33][CH2:34][C:35](=[O:41])[O:36][C:37]([CH3:40])([CH3:39])[CH3:38])=[O:30])[CH2:21][C:22](=[O:28])[O:23][C:24]([CH3:27])([CH3:26])[CH3:25])=[O:18])[CH2:8][CH2:9][C:10](=[O:16])[O:11][C:12]([CH3:15])([CH3:14])[CH3:13])=[O:5])[CH3:3]>[Pd].CO>[NH2:1][C@H:2]([C:4]([NH:6][C@H:7]([C:17]([NH:19][C@H:20]([C:29]([NH:31][C@H:32]([C:42]([NH:44][C@H:45]([C:48]([NH:50][C@H:51]([C:53]([O:55][C:56]([CH3:57])([CH3:58])[CH3:59])=[O:54])[CH3:52])=[O:49])[CH2:46][OH:47])=[O:43])[CH2:33][CH2:34][C:35](=[O:41])[O:36][C:37]([CH3:40])([CH3:39])[CH3:38])=[O:30])[CH2:21][C:22](=[O:28])[O:23][C:24]([CH3:25])([CH3:26])[CH3:27])=[O:18])[CH2:8][CH2:9][C:10](=[O:16])[O:11][C:12]([CH3:15])([CH3:14])[CH3:13])=[O:5])[CH3:3]. Procedure: A solution of 6.1 g. (6.2 mmoles) of Z-27-32-OtBu in 120 ml. of methanol is hydrogenated in the presence of 1 g. of palladium-on-carbon. When the reaction terminates, the catalyst is filtered off, and the filtrate is evaporated to dryness. The residue is crystallized from a mixture of ethanol and ether. 4.35 g. (83 %) of H-27-32-OtBu are obtained. M.p.: 192°-194°C; Rf12 = 0.25; Rf3 = 0.1.